describe an organic reaction: reactants, conditions, products, and yield From a dataset of the Open Reaction Database (ORD), a public repository of structured organic reaction records. The reactants are BrC1=CC2=C(SC3=C2C=C(C=C3)Br)C=C1 (2,8-dibromodibenzothiophene), OO (hydrogen peroxide), C(C)(=O)O (acetic acid), O (water). Yields the product BrC1=CC2=C(S(C3=C2C=C(C=C3)Br)(=O)=O)C=C1 (2,8-Dibromo-dibenzothiophene 5,5-dioxide). Isolated yield 60.0%. RXN SMILES: [Br:1][C:2]1[CH:15]=[CH:14][C:5]2[S:6][C:7]3[CH:12]=[CH:11][C:10]([Br:13])=[CH:9][C:8]=3[C:4]=2[CH:3]=1.OO.[OH2:18].C(O)(=[O:21])C>>[Br:13][C:10]1[CH:11]=[CH:12][C:7]2[S:6](=[O:21])(=[O:18])[C:5]3[CH:14]=[CH:15][C:2]([Br:1])=[CH:3][C:4]=3[C:8]=2[CH:9]=1. Procedure details: To a solution of 2,8-dibromodibenzothiophene (2.50 g, 7.4 mmol; TCI-US) in acetic acid (20 mL; EM Science) was added 30% hydrogen peroxide (10 mL; JT Baker). The solution was heated at reflux overnight (16 h), then cooled to room temperature, 25 mL of water added and the resulting solid was collected by filtration, washed with excess water to afford the title compound (1.65 g, 4.4 mmol, 60% yield). MS (DCI/NH3): m/z 392 (M+18)+. Reactants: FC(C(=O)O)(F)F.NC=1SC=C(N1)/C(/C(=O)N[C@H]1[C@H]2SCC(=C(N2C1=O)C(=O)O)/C=C\1/C(N(CC1)CC(F)(F)F)=O)=N/O ((6R,7R)-7-[(Z)-2-(2-Amino-thiazol-4-yl)-2-hydroxyimino-acetylamino]-8-oxo-3-[(E)-2-oxo-1-(2,2,2-trifluoroethyl)-pyrrolidin-3-ylidenemethyl]-5-thia-1-aza-bicyclo[4.2.0]oct-2-ene-2-carboxylic acid trifluoroacetate). Solvent: C(C)O (ethanol). Product: NC=1SC=C(N1)/C(/C(=O)N[C@H]1[C@H]2SCC(=C(N2C1=O)C(=O)O)/C=C\1/C(N(CC1)CC(F)(F)F)=O)=N/O ((6R,7R )-7-[(Z)-2-(2-Amino-thiazol-4-yl)-2-hydroxyiminoacetylamino]-8-oxo-3-[(E)-2-oxo-1-(2,2,2-trifluoro-ethyl)-pyrrolidin-3-ylidenemethyl]-5-thia-1-aza-bicyclo[4.2.0]oct-2-ene-2-carboxylic acid). RXN SMILES: FC(F)(F)C(O)=O.[NH2:8][C:9]1[S:10][CH:11]=[C:12](/[C:14](=[N:42]/[OH:43])/[C:15]([NH:17][C@@H:18]2[C:25](=[O:26])[N:24]3[C@@H:19]2[S:20][CH2:21][C:22](/[CH:30]=[C:31]2/[C:32](=[O:41])[N:33]([CH2:36][C:37]([F:40])([F:39])[F:38])[CH2:34][CH2:35]/2)=[C:23]3[C:27]([OH:29])=[O:28])=[O:16])[N:13]=1>C(O)C>[NH2:8][C:9]1[S:10][CH:11]=[C:12](/[C:14](=[N:42]/[OH:43])/[C:15]([NH:17][C@@H:18]2[C:25](=[O:26])[N:24]3[C@@H:19]2[S:20][CH2:21][C:22](/[CH:30]=[C:31]2/[C:32](=[O:41])[N:33]([CH2:36][C:37]([F:40])([F:38])[F:39])[CH2:34][CH2:35]/2)=[C:23]3[C:27]([OH:29])=[O:28])=[O:16])[N:13]=1 |f:0.1|. Reported procedure: 1.83 g (mMol) (6R,7R)-7-[(Z)-2-(2-Amino-thiazol-4-yl)-2-hydroxyimino-acetylamino]-8-oxo-3-[(E)-2-oxo-1-(2,2,2-trifluoroethyl)-pyrrolidin-3-ylidenemethyl]-5-thia-1-aza-bicyclo[4.2.0]oct-2-ene-2-carboxylic acid trifluoroacetate (1:0.5) were added with stirring portionwise to 18 ml 95% ethanol. After 1.5 hours the solid material was filtered off, washed with ethanol and n-hexane and dried. Starting materials: COC=1C(=CC(=C(C1)O)N)N (5-methoxy-2,4-diaminophenol), Cl (HCl). Run at temperature 140 celsius. Product: Cl.Cl.NC1=C(C=C(O)C(=C1)N)O (4,6-diaminoresorcinol dihydrochloride). RXN SMILES: C[O:2][C:3]1[C:4]([NH2:11])=[CH:5][C:6]([NH2:10])=[C:7]([OH:9])[CH:8]=1.[ClH:12]>>[ClH:12].[ClH:12].[NH2:10][C:6]1[CH:5]=[C:4]([NH2:11])[C:3]([OH:2])=[CH:8][C:7]=1[OH:9] |f:2.3.4|. Procedure: 2.5 g of 5-methoxy-2,4-diaminophenol and 25 mL of concentrated HCl is placed in a 45 mL Hastalloy C autoclave. The mixture is then heated to 140° C. for 16 hours at a pressure of about 200 psi. The reaction mixture is then cooled to 25° C., the reactor is vented and the product, a white solid, is filtered and dried to yield 1.2 g of crude 4,6-diaminoresorcinol dihydrochloride. The reactants are COC=1C=C(C2=CC=CC=C2C1O)CC(P(OCC)(=O)OCC)P(OCC)(=O)OCC (tetraethyl 2-[3-methoxy-4-hydroxy-1-naphthyl]ethane-1,1-diphosphonate), C[Si](C)(C)Br (trimethylsilyl bromide). Yields the product COC=1C=C(C2=CC=CC=C2C1O)CC(P(O)(=O)O)P(O)(=O)O (2-[3-Methoxy-4-hydroxy-1-naphthyl]ethane-1,1-diphosphonic Acid). The yield is 67.0%. Reaction SMILES: [CH3:1][O:2][C:3]1[CH:4]=[C:5]([CH2:14][CH:15]([P:24]([O:29]CC)(=[O:28])[O:25]CC)[P:16]([O:21]CC)(=[O:20])[O:17]CC)[C:6]2[C:11]([C:12]=1[OH:13])=[CH:10][CH:9]=[CH:8][CH:7]=2.C[Si](Br)(C)C>>[CH3:1][O:2][C:3]1[CH:4]=[C:5]([CH2:14][CH:15]([P:16]([OH:21])(=[O:17])[OH:20])[P:24]([OH:29])(=[O:25])[OH:28])[C:6]2[C:11]([C:12]=1[OH:13])=[CH:10][CH:9]=[CH:8][CH:7]=2. Reported procedure: Following the same method as described in Example 2, 7.12 g (15 mmol) of the tetraethyl 2-[3-methoxy-4-hydroxy-1-naphthyl]ethane-1,1-diphosphonate obtained in Example 11 was treated with trimethylsilyl bromide, and then hydrolysis was effected to obtain 3.64 g of the title compound as pale yellow crystals. The yield was m.p.: 231°-232° C. (dec) Yields the product N#Cc1ccc(N)c(CBr)c1C(F)(F)F. Reaction SMILES: [Br:1][CH2:2][c:3]1[c:4]([C:25]([F:26])([F:27])[F:28])[c:5]([C:6]#[N:7])[cH:8][cH:9][c:10]1[N:11]=[C:12]([c:13]1[cH:14][cH:15][cH:16][cH:17][cH:18]1)[c:19]1[cH:20][cH:21][cH:22][cH:23][cH:24]1.[CH2:30]1[O:31][CH2:32][CH2:33][CH2:34]1.[ClH:29]>>[Br:1][CH2:2][c:3]1[c:4]([C:25]([F:26])([F:27])[F:28])[c:5]([C:6]#[N:7])[cH:8][cH:9][c:10]1[NH2:11]. Reactants: N#Cc1ccc(N=C(c2ccccc2)c2ccccc2)c(CBr)c1C(F)(F)F, C1CCOC1, Cl.